This data is from the Open Reaction Database (ORD), a public repository of structured organic reaction records. The task is: describe an organic reaction: reactants, conditions, products, and yield The reactants are CCOC(=O)C(CC(C)C)c1cc(OS(=O)(=O)C(F)(F)F)cc(-c2ccc(C(F)(F)F)cc2)c1, CC1CCCCN1, CC(C)(C)[O-], Cc1ccccc1, [Na+]. The product is CCOC(=O)C(CC(C)C)c1cc(-c2ccc(C(F)(F)F)cc2)cc(N2CCCCC2C)c1. Reaction SMILES: [CH2:1]([CH3:2])[O:3][C:4]([CH:5]([CH2:6][CH:7]([CH3:8])[CH3:9])[c:10]1[cH:11][c:12](-[c:24]2[cH:25][cH:26][c:27]([C:30]([F:31])([F:32])[F:33])[cH:28][cH:29]2)[cH:13][c:14]([O:16][S:17]([C:18]([F:19])([F:20])[F:21])(=[O:22])=[O:23])[cH:15]1)=[O:34].[CH3:35][CH:36]1[NH:37][CH2:38][CH2:39][CH2:40][CH2:41]1.[CH3:42][C:43]([CH3:44])([O-:45])[CH3:46].[CH3:48][c:49]1[cH:50][cH:51][cH:52][cH:53][cH:54]1.[Na+:47]>>[CH2:1]([CH3:2])[O:3][C:4]([CH:5]([CH2:6][CH:7]([CH3:8])[CH3:9])[c:10]1[cH:11][c:12](-[c:24]2[cH:25][cH:26][c:27]([C:30]([F:31])([F:32])[F:33])[cH:28][cH:29]2)[cH:13][c:14]([N:37]2[CH:36]([CH3:35])[CH2:41][CH2:40][CH2:39][CH2:38]2)[cH:15]1)=[O:34]. Solvent: C1CCOC1 (THF). RXN SMILES: [C:1]([N:8]1[C@H:12]([C:13]#[CH:14])[CH2:11][C@@H:10]([OH:15])[CH2:9]1)([O:3][C:4]([CH3:7])([CH3:6])[CH3:5])=[O:2].C(O)(=O)C1C=CC=CC=1.C1(P(C2C=CC=CC=2)C2C=CC=CC=2)C=CC=CC=1.N(C(OC(C)C)=O)=NC(OC(C)C)=O.C([O-])([O-])=O.[K+].[K+]>C1COCC1>[C:1]([N:8]1[C@H:12]([C:13]#[CH:14])[CH2:11][C@H:10]([OH:15])[CH2:9]1)([O:3][C:4]([CH3:7])([CH3:6])[CH3:5])=[O:2] |f:4.5.6|. Product: C(=O)(OC(C)(C)C)N1C[C@H](C[C@H]1C#C)O ((3S,5S)-N-Boc-5-ethynyl-3-hydroxy-pyrrolidine). Conditions: time 18 hour. Procedure details: To a solution of (3R,5S)-N-Boc-3-Hydroxy-5-ethynyl-pyrrolidine (200 mg, 0.95 mmol) (Example 99C), benzoic acid (138 mg, 0.11 mmol) and triphenyl phosphine (373 mg, 1.42 mmol) in 15 mL of THF was added diisopropyl azodicarboxylate (287 mg, 1.42 mmol) at 0° C. The mixture was allowed to slowly warm up to room temperature and stirred for 18 hrs. The reaction mixture was then concentrated and the residue was directly passed through a silica gel column with a 0-30% EtOAc in hexanes gradient. The inte... The reactants are C(=O)([O-])[O-].[K+].[K+] (K2CO3), C(=O)(OC(C)(C)C)N1C[C@@H](C[C@H]1C#C)O ((3R,5S)-N-Boc-3-Hydroxy-5-ethynyl-pyrrolidine), C(C1=CC=CC=C1)(=O)O (benzoic acid), C1(=CC=CC=C1)P(C1=CC=CC=C1)C1=CC=CC=C1 (triphenyl phosphine), N(=NC(=O)OC(C)C)C(=O)OC(C)C (diisopropyl azodicarboxylate). Reactants: FC1=NC(=C(C=C1F)F)F (2,3,5,6-tetrafluoropyridine), C(C)(C)N (isopropylamine). Solvent: C(C)#N (acetonitrile). Run at time 2 hour. Product: FC1=NC(=C(C=C1F)F)NC(C)C (2,3,5-trifluoro-6-isopropylaminopyridine). The yield is 25.2%. Reaction SMILES: F[C:2]1[C:7]([F:8])=[CH:6][C:5]([F:9])=[C:4]([F:10])[N:3]=1.[CH:11]([NH2:14])([CH3:13])[CH3:12]>C(#N)C>[F:10][C:4]1[C:5]([F:9])=[CH:6][C:7]([F:8])=[C:2]([NH:14][CH:11]([CH3:13])[CH3:12])[N:3]=1. Reported procedure: To 20 ml of acetonitrile were added 6.0 g of 2,3,5,6-tetrafluoropyridine and 6.0 g of isopropylamine, and the mixture was stirred at room temperature for 2 hours and concentrated under reduced pressure. After adding 40 ml of chloroform, the solution was washed with 50 ml of 3% aqueous solution of potassium carbonate. The chloroform layer was dried over anhydrous magnesium sulfate and concentrated under reduced pressure to obtain 1.9 g of the title compound as a colorless oil. Starting materials: C1(=CC=CC=C1)CCCCCCCC (1-phenyloctane), ClS(=O)(=O)O (chlorosulfonic acid). The solvent is C(Cl)(Cl)Cl (CHCl3). Conditions: time 20 hour. Yields the product C(CCCCCCC)C1=CC=C(C=C1)S(=O)(=O)Cl (p-Octylbenzenesulfonyl Chloride). Isolated yield 80.0%. As a reaction SMILES: [C:1]1([CH2:7][CH2:8][CH2:9][CH2:10][CH2:11][CH2:12][CH2:13][CH3:14])[CH:6]=[CH:5][CH:4]=[CH:3][CH:2]=1.[Cl:15][S:16](O)(=[O:18])=[O:17]>C(Cl)(Cl)Cl>[CH2:7]([C:1]1[CH:6]=[CH:5][C:4]([S:16]([Cl:15])(=[O:18])=[O:17])=[CH:3][CH:2]=1)[CH2:8][CH2:9][CH2:10][CH2:11][CH2:12][CH2:13][CH3:14]. Reported procedure: To a solution of 1-phenyloctane (5.86 g, 30.8 mmol) in CHCl3 (50 mL) was added chlorosulfonic acid (17 mL, 29.8 g, 256 mmol) and the mixture was stirred at rt for 20 h. The mixture was poured on ice (200 mL) and extracted with EtOAc (3×100 mL). The combined extracts were washed with water, a solution of NaHCO3, and water, dried (Na2SO4), and concentrated in vacuo. The yellow oily residue (ca 80% yield) was used without further purification in the next reaction; 1H NMR (300 MHz, CDCl3) δ 0.87 (t,... The reactants are BrCC1=CC=C(C(=O)OC)C=C1 (methyl 4-bromomethylbenzoate), CNC (dimethylamine), O (water). Run in CN(C=O)C (N,N-dimethylformamide). Reaction conditions: time 3 hour. Yields the product CN(C)CC1=CC=C(C(=O)OC)C=C1 (methyl 4-[(dimethylamino) methyl]benzoate). Isolated yield 99.0%. RXN SMILES: Br[CH2:2][C:3]1[CH:12]=[CH:11][C:6]([C:7]([O:9][CH3:10])=[O:8])=[CH:5][CH:4]=1.[CH3:13][NH:14][CH3:15].O>CN(C)C=O>[CH3:13][N:14]([CH2:2][C:3]1[CH:12]=[CH:11][C:6]([C:7]([O:9][CH3:10])=[O:8])=[CH:5][CH:4]=1)[CH3:15]. Reported procedure: To a solution of methyl 4-bromomethylbenzoate (22.8 g) in N,N-dimethylformamide (450 ml) is added dropwise 50% aqueous dimethylamine solution (27 mL) and the mixture is stirred at room temperature for 3 hours. The reaction mixture is poured into water with ice and extracted with ethyl acetate. The extract is washed successively with water and saturated brine, dried over anhydrous sodium sulfate, and concentrated in vacuo. The resultant crude product is purified by flash column chromatography on ... Reaction SMILES: [F:1][C:2]1[CH:3]=[C:4]2[C:8](=[CH:9][CH:10]=1)[NH:7][C:6]([CH3:11])=[CH:5]2.Cl[C:13]1[C:22]2[C:17](=[C:18]([C:23]([F:26])([F:25])[F:24])[CH:19]=[CH:20][CH:21]=2)[N:16]=[CH:15][CH:14]=1>>[F:1][C:2]1[CH:3]=[C:4]2[C:8](=[CH:9][CH:10]=1)[NH:7][C:6]([CH3:11])=[C:5]2[C:13]1[C:22]2[C:17](=[C:18]([C:23]([F:26])([F:24])[F:25])[CH:19]=[CH:20][CH:21]=2)[N:16]=[CH:15][CH:14]=1. Procedure details: The sub-title compound was prepared from 5-fluoro-2-methylindole and 4-chloro-8-trifluoromethylquinoline by the method of Example 31, step a). The product is FC=1C=C2C(=C(NC2=CC1)C)C1=CC=NC2=C(C=CC=C12)C(F)(F)F (4-(5-fluoro-2-methyl-1H-indol-3-yl)-8-(trifluoromethyl)-quinoline). Reactants: FC=1C=C2C=C(NC2=CC1)C (5-fluoro-2-methylindole), ClC1=CC=NC2=C(C=CC=C12)C(F)(F)F (4-chloro-8-trifluoromethylquinoline). Reactants: COC1=NC=C(C=C1NC([C@H](CC1=CC=CC=C1)NC1(CC1)C1=NC=CC=C1)=O)C1=CC=NC=C1 ((S)—N-(2-methoxy-5-(pyridin-4-yl)pyridin-3-yl)-3-phenyl-2-(1-(pyridin-2-yl)cyclopropylamino)propanamide), Cl (HCl). The solvent is O1CCOCC1 (dioxane). Reaction conditions: temperature 50 celsius. Product: O=C1NC=C(C=C1NC([C@H](CC1=CC=CC=C1)NC1(CC1)C1=NC=CC=C1)=O)C1=CC=NC=C1 ((S)—N-(2-Oxo-5-(pyridin-4-yl)-1,2-dihydropyridin-3-yl)-3-phenyl-2-(1-(pyridin-2-yl)cyclopropylamino)propanamide). Isolated yield 88.1%. As a reaction SMILES: C[O:2][C:3]1[C:8]([NH:9][C:10](=[O:29])[C@@H:11]([NH:19][C:20]2([C:23]3[CH:28]=[CH:27][CH:26]=[CH:25][N:24]=3)[CH2:22][CH2:21]2)[CH2:12][C:13]2[CH:18]=[CH:17][CH:16]=[CH:15][CH:14]=2)=[CH:7][C:6]([C:30]2[CH:35]=[CH:34][N:33]=[CH:32][CH:31]=2)=[CH:5][N:4]=1.Cl>O1CCOCC1>[O:2]=[C:3]1[C:8]([NH:9][C:10](=[O:29])[C@@H:11]([NH:19][C:20]2([C:23]3[CH:28]=[CH:27][CH:26]=[CH:25][N:24]=3)[CH2:22][CH2:21]2)[CH2:12][C:13]2[CH:14]=[CH:15][CH:16]=[CH:17][CH:18]=2)=[CH:7][C:6]([C:30]2[CH:31]=[CH:32][N:33]=[CH:34][CH:35]=2)=[CH:5][NH:4]1. Procedure details: (S)—N-(2-methoxy-5-(pyridin-4-yl)pyridin-3-yl)-3-phenyl-2-(1-(pyridin-2-yl)cyclopropylamino)propanamide 11.1 (38.5 mg, 83 μmol) was dissolved in 4.5 mL dioxane. Concentrated HCl (0.5 ml, 16456 μmol) was added. The reaction was heated to 50° C. for 2.5 h. LC/MS showed the completion of the reaction. The reaction was concentrated, neutralized with saturated NaHCO3, then extracted with 30% IPA/CHCl3 once. The organic layer was concentrated and purified by silica gel chromatography to afford 33 mg (... Reactants: IC1=CN(C2=CC=C(C=C12)C1=NN=C(S1)NCC1=CC=C(C=C1)OC)S(=O)(=O)C1=CC=C(C)C=C1 (5-(3-iodo-1-tosyl-1H-indol-5-yl)-N-(4-methoxybenzyl)-1,3,4-thiadiazol-2-amine), ClC1=NC(=CN=C1)[Sn](CCCC)(CCCC)CCCC (2-chloro-6-(tributylstannyl)pyrazine), [F-].[Cs+] (cesium fluoride). The reagents and catalysts are C=1C=CC(=CC1)[P](C=2C=CC=CC2)(C=3C=CC=CC3)[Pd]([P](C=4C=CC=CC4)(C=5C=CC=CC5)C=6C=CC=CC6)([P](C=7C=CC=CC7)(C=8C=CC=CC8)C=9C=CC=CC9)[P](C=1C=CC=CC1)(C=1C=CC=CC1)C=1C=CC=CC1 (Pd(PPh3)4), [Cu]I (CuI). Solvent: C(Cl)Cl (DCM), CN(C)C=O (DMF). Run at temperature 100 celsius. Product: ClC1=CN=CC(=N1)C1=CN(C2=CC=C(C=C12)C1=NN=C(S1)NCC1=CC=C(C=C1)OC)S(=O)(=O)C1=CC=C(C)C=C1 (5-(3-(6-chloropyrazin-2-yl)-1-tosyl-1H-indol-5-yl)-N-(4-methoxybenzyl)-1,3,4-thiadiazol-2-amine). Yield: 68.1%. RXN SMILES: I[C:2]1[C:10]2[C:5](=[CH:6][CH:7]=[C:8]([C:11]3[S:15][C:14]([NH:16][CH2:17][C:18]4[CH:23]=[CH:22][C:21]([O:24][CH3:25])=[CH:20][CH:19]=4)=[N:13][N:12]=3)[CH:9]=2)[N:4]([S:26]([C:29]2[CH:35]=[CH:34][C:32]([CH3:33])=[CH:31][CH:30]=2)(=[O:28])=[O:27])[CH:3]=1.[Cl:36][C:37]1[CH:42]=[N:41][CH:40]=[C:39]([Sn](CCCC)(CCCC)CCCC)[N:38]=1.[F-].[Cs+]>CN(C=O)C.C(Cl)Cl.[Cu]I.C1C=CC([P]([Pd]([P](C2C=CC=CC=2)(C2C=CC=CC=2)C2C=CC=CC=2)([P](C2C=CC=CC=2)(C2C=CC=CC=2)C2C=CC=CC=2)[P](C2C=CC=CC=2)(C2C=CC=CC=2)C2C=CC=CC=2)(C2C=CC=CC=2)C2C=CC=CC=2)=CC=1>[Cl:36][C:37]1[N:38]=[C:39]([C:2]2[C:10]3[C:5](=[CH:6][CH:7]=[C:8]([C:11]4[S:15][C:14]([NH:16][CH2:17][C:18]5[CH:23]=[CH:22][C:21]([O:24][CH3:25])=[CH:20][CH:19]=5)=[N:13][N:12]=4)[CH:9]=3)[N:4]([S:26]([C:29]3[CH:35]=[CH:34][C:32]([CH3:33])=[CH:31][CH:30]=3)(=[O:28])=[O:27])[CH:3]=2)[CH:40]=[N:41][CH:42]=1 |f:2.3,^1:71,73,92,111|. Reported procedure: A glass microwave reaction vessel was charged with 5-(3-iodo-1-tosyl-1H-indol-5-yl)-N-(4-methoxybenzyl)-1,3,4-thiadiazol-2-amine (1.50 g, 2.433 mmol) and 2-chloro-6-(tributylstannyl)pyrazine (1.473 g, 3.65 mmol) in DMF (20 mL) followed by cesium fluoride (555 mg, 3.65 mmol), CuI (46 mg, 0.243 mmol) and Pd(PPh3)4 (0.281 g, 0.243 mmol). The reaction was stirred and heated in a Initiator microwave reactor (Personal Chemistry, Biotage AB, Inc., Uppsala, Sweden) at 100° C. for 1 h, then the mixture w... The reactants are C(#N)[C@H](C1=CC(=C(C=C1)F)OC1=CC=CC=C1)O ((S)α-cyano-3-phenoxy-4-fluoro-benzyl alcohol), CC1([C@@H]([C@@H]1\C=C/C(OC(C)(C)C)=O)C(=O)O)C ((1R,cis,Z)2,2-dimethyl-3-[3-oxo-3-tert.-butoxy-1-propenyl]-cyclopropane-carboxylic acid), C1(CCCCC1)N=C=NC1CCCCC1 (dicyclohexylcarbodiimide). The reagents and catalysts are CN(C1=CC=NC=C1)C (4-dimethylamino-pyridine). The solvent is C(Cl)Cl (methylene chloride), C(Cl)Cl (methylene chloride). Conditions: temperature -5 celsius. Product: CC1([C@@H]([C@@H]1\C=C/C(OC(C)(C)C)=O)C(=O)O[C@@H](C1=CC(=C(C=C1)F)OC1=CC=CC=C1)C#N)C ((S)α-cyano-3-phenoxy-4-fluoro-benzyl(1R,cis,Z)2,2-dimethyl-3-[3-oxo-3 -tert.-butoxy-1-propenyl]-cyclopropane-carboxylate). The yield is 87.3%. As a reaction SMILES: [C:1]([C@@H:3]([OH:18])[C:4]1[CH:9]=[CH:8][C:7]([F:10])=[C:6]([O:11][C:12]2[CH:17]=[CH:16][CH:15]=[CH:14][CH:13]=2)[CH:5]=1)#[N:2].[CH3:19][C:20]1([CH3:35])[C@@H:22](/[CH:23]=[CH:24]\[C:25](=[O:31])[O:26][C:27]([CH3:30])([CH3:29])[CH3:28])[C@H:21]1[C:32](O)=[O:33].C1(N=C=NC2CCCCC2)CCCCC1>CN(C)C1C=CN=CC=1.C(Cl)Cl>[CH3:19][C:20]1([CH3:35])[C@@H:22](/[CH:23]=[CH:24]\[C:25](=[O:31])[O:26][C:27]([CH3:28])([CH3:29])[CH3:30])[C@H:21]1[C:32]([O:18][C@H:3]([C:1]#[N:2])[C:4]1[CH:9]=[CH:8][C:7]([F:10])=[C:6]([O:11][C:12]2[CH:13]=[CH:14][CH:15]=[CH:16][CH:17]=2)[CH:5]=1)=[O:33]. Procedure: A mixture of 310 g of (S)α-cyano-3-phenoxy-4-fluoro-benzyl alcohol, 310 g of (1R,cis,Z)2,2-dimethyl-3-[3-oxo-3-tert.-butoxy-1-propenyl]-cyclopropane-carboxylic acid and 1.55 liters of methylene chloride was stirred until total dissolution occured and the mixture was cooled to -5° C. and mixed with a solution of 263.5 g of dicyclohexylcarbodiimide, 3.1 g of 4-dimethylamino-pyridine and 530 ml of methylene chloride. The mixture was stirred at -5° C. for one hour and at room temperature for 3 hours... Reactants: BrC1C(C=2C(=NC(=C(C2)C2=CC=C(C=C2)Cl)C2=C(C=CC=C2)Cl)OC12CCCCC2)=O (3′-bromo-7′-(2-chlorophenyl)-6′-(4-chlorophenyl)spiro[cyclohexane-1,2′-pyrano[2,3-b]pyridin]-4′(3′H)-one), [Li+].C[Si](C)(C)[N-][Si](C)(C)C (LiHMDS), C1CCOC1 (THF), IC (Iodomethane). Solvent: CN(C)C=O (DMF), CCOC(=O)C (EtOAc). Run at time 10 minute. Yields the product BrC1(C(C=2C(=NC(=C(C2)C2=CC=C(C=C2)Cl)C2=C(C=CC=C2)Cl)OC12CCCCC2)=O)C (3′-Bromo-7′-(2-chlorophenyl)-6′-(4-chlorophenyl)-3′-methylspiro[cyclohexane-1,2′-pyrano[2,3-b]pyridin]-4′(3′H)-one). Reaction SMILES: [Br:1][CH:2]1[C:25]2([CH2:30][CH2:29][CH2:28][CH2:27][CH2:26]2)[O:24][C:5]2=[N:6][C:7]([C:17]3[CH:22]=[CH:21][CH:20]=[CH:19][C:18]=3[Cl:23])=[C:8]([C:10]3[CH:15]=[CH:14][C:13]([Cl:16])=[CH:12][CH:11]=3)[CH:9]=[C:4]2[C:3]1=[O:31].[Li+].[CH3:33][Si]([N-][Si](C)(C)C)(C)C.C1COCC1.IC>CN(C=O)C.CCOC(C)=O>[Br:1][C:2]1([CH3:33])[C:25]2([CH2:30][CH2:29][CH2:28][CH2:27][CH2:26]2)[O:24][C:5]2=[N:6][C:7]([C:17]3[CH:22]=[CH:21][CH:20]=[CH:19][C:18]=3[Cl:23])=[C:8]([C:10]3[CH:11]=[CH:12][C:13]([Cl:16])=[CH:14][CH:15]=3)[CH:9]=[C:4]2[C:3]1=[O:31] |f:1.2|. Procedure details: To the product (0.08 g, 0.15 mmol) from Step A in DMF (1 mL) at −78° C., was added 1 M LiHMDS in THF (0.19 mL, 0.19 mmol) and the reaction was stirred for 10 min. Iodomethane (0.05 mL, 0.77 mmol) was added and the reaction was allowed to come to rt. The reaction was stirred an additional 20 min. The reaction was diluted with EtOAc and washed with brine, dried (Na2SO4), filtered and evaporated. The residue was purified by flash chromatography on silica gel gradient eluted with 0-20% EtOAc in hexa...